Dataset: the Open Reaction Database (ORD), a public repository of structured organic reaction records. Task: describe an organic reaction: reactants, conditions, products, and yield Starting materials: S(=O)(=O)(O[IH](=O)C1=CC=CC=C1)C1=CC=C(C)C=C1 (phenyliodoso tosylate), C1(=CC=CC=C1)C1=CC=CC=C1 (biphenyl). The solvent is C(C)OCC (diethyl ether). Run at temperature 135 celsius. Product: S(=O)(=O)([O-])C1=CC=C(C)C=C1.C1(=C(C=CC=C1)[I+]C1=CC=CC=C1)C1=CC=CC=C1 (biphenylyl phenyl iodonium tosylate). Isolated yield 63.0%. Reaction SMILES: [S:1]([C:13]1[CH:19]=[CH:18][C:16]([CH3:17])=[CH:15][CH:14]=1)([O:4][IH:5]([C:7]1[CH:12]=[CH:11][CH:10]=[CH:9][CH:8]=1)=O)(=[O:3])=[O:2].[C:20]1([C:26]2[CH:31]=[CH:30][CH:29]=[CH:28][CH:27]=2)[CH:25]=[CH:24][CH:23]=[CH:22][CH:21]=1>C(OCC)C>[S:1]([C:13]1[CH:19]=[CH:18][C:16]([CH3:17])=[CH:15][CH:14]=1)([O-:4])(=[O:3])=[O:2].[C:20]1([C:26]2[CH:27]=[CH:28][CH:29]=[CH:30][CH:31]=2)[CH:25]=[CH:24][CH:23]=[CH:22][C:21]=1[I+:5][C:7]1[CH:12]=[CH:11][CH:10]=[CH:9][CH:8]=1 |f:3.4|. Reported procedure: A mixture of 9.3 grams (0.023 mole) phenyliodoso tosylate and 9.25 grams (0.06 mole) biphenyl was heated to 135° C. for 1 hour and the mixture poured into 50 ml diethyl ether. After filtering off the insoluble salt and washing with ether, the product was dried. A 63% yield of biphenylyl phenyl iodonium tosylate was obtained.